Dataset: the Open Reaction Database (ORD), a public repository of structured organic reaction records. Task: describe an organic reaction: reactants, conditions, products, and yield Starting materials: Nc1ccc(Br)c2c1C(=O)c1ccccc1C2=O, Nc1c(Br)ccc2c1C(=O)c1ccccc1C2=O, Nc1ccc(O)c2c1C(=O)c1ccccc1C2=O, Nc1c(O)ccc2c1C(=O)c1ccccc1C2=O. The product is Nc1c(Br)cc(O)c2c1C(=O)c1ccccc1C2=O. Reaction SMILES: [NH2:19][c:20]1[c:21]2[c:31]([c:32]([Br:33])[cH:35][cH:36]1)[C:29](=[O:30])[c:24]1[c:23]([cH:28][cH:27][cH:26][cH:25]1)[C:22]2=[O:34].[NH2:1][c:2]1[c:3]([Br:18])[cH:4][cH:5][c:6]2[c:15]1[C:14](=[O:16])[c:13]1[c:8]([cH:9][cH:10][cH:11][cH:12]1)[C:7]2=[O:17].[NH2:37][c:38]1[c:39]2[c:50]([c:51]([OH:52])[cH:53][cH:54]1)[C:48](=[O:49])[c:43]1[c:42]([cH:47][cH:46][cH:45][cH:44]1)[C:40]2=[O:41].[NH2:55][c:56]1[c:57]2[c:68]([cH:69][cH:70][c:71]1[OH:72])[C:66](=[O:67])[c:61]1[c:60]([cH:65][cH:64][cH:63][cH:62]1)[C:58]2=[O:59]>>[NH2:1][c:2]1[c:3]([Br:18])[cH:4][c:5]([OH:34])[c:6]2[c:15]1[C:14](=[O:16])[c:13]1[c:8]([cH:9][cH:10][cH:11][cH:12]1)[C:7]2=[O:17].